The task is: describe an organic reaction: reactants, conditions, products, and yield. This data is from the Open Reaction Database (ORD), a public repository of structured organic reaction records. Reactants: [BH4-].[Na+] (sodium borohydride), O=C(CC[C@H]1[C@H](CN(CC1)CCSC1=NC=CC=C1)C(=O)OC)C1=CC=NC2=CC=C(C=C12)OC (methyl (3R,4R)-4-[3-oxo-3-(6-methoxyquinolin-4-yl)propyl]-1-[2-(pyridin-2-ylthio)ethyl]piperidine-3-carboxylate), [Cl-].[NH4+] (ammonium chloride). Solvent: ClCCl.CO (dichloromethane methanol), CO (methanol). Reaction conditions: time 15 minute. Product: OC(CC[C@H]1[C@H](CN(CC1)CCSC1=NC=CC=C1)C(=O)OC)C1=CC=NC2=CC=C(C=C12)OC (methyl (3R,4R)-4-[3-(R,S)-hydroxy-3-(6-methoxyquinolin-4-yl)propyl]-1-[2-(pyridin-2-ylthio)ethyl]piperidine-3-carboxylate). Yield: 42.7%. Reaction SMILES: [O:1]=[C:2]([C:24]1[C:33]2[C:28](=[CH:29][CH:30]=[C:31]([O:34][CH3:35])[CH:32]=2)[N:27]=[CH:26][CH:25]=1)[CH2:3][CH2:4][C@@H:5]1[CH2:10][CH2:9][N:8]([CH2:11][CH2:12][S:13][C:14]2[CH:19]=[CH:18][CH:17]=[CH:16][N:15]=2)[CH2:7][C@@H:6]1[C:20]([O:22][CH3:23])=[O:21].[BH4-].[Na+].[Cl-].[NH4+]>CO.ClCCl.CO>[OH:1][CH:2]([C:24]1[C:33]2[C:28](=[CH:29][CH:30]=[C:31]([O:34][CH3:35])[CH:32]=2)[N:27]=[CH:26][CH:25]=1)[CH2:3][CH2:4][C@@H:5]1[CH2:10][CH2:9][N:8]([CH2:11][CH2:12][S:13][C:14]2[CH:19]=[CH:18][CH:17]=[CH:16][N:15]=2)[CH2:7][C@@H:6]1[C:20]([O:22][CH3:23])=[O:21] |f:1.2,3.4,6.7|. Reported procedure: A stirred solution of 0.77 g of methyl (3R,4R)-4-[3-oxo-3-(6-methoxyquinolin-4-yl)propyl]-1-[2-(pyridin-2-ylthio)ethyl]piperidine-3-carboxylate in 15 cm3 of methanol was cooled to a temperature in the region of 0° C. under an inert atmosphere. 0.063 g of sodium borohydride was added and then, after 15 minutes, the temperature was brought back to the region of 20° C. for 16 hours. After adding 5 cm3 of a saturated aqueous ammonium chloride solution, the mixture was stirred for 10 minutes and then... The reactants are CO, O=c1c2cccc([N+](=O)[O-])c2ccn1Cc1ccc(C(F)(F)F)nc1, [H][H]. The product is Nc1cccc2c(=O)n(Cc3ccc(C(F)(F)F)nc3)ccc12. As a reaction SMILES: [CH3:28][OH:29].[F:1][C:2]([c:3]1[cH:4][cH:5][c:6]([CH2:9][n:10]2[c:11](=[O:23])[c:12]3[cH:13][cH:14][cH:15][c:16]([N+:20]([O-:21])=[O:22])[c:17]3[cH:18][cH:19]2)[cH:7][n:8]1)([F:24])[F:25].[H:26][H:27]>>[F:1][C:2]([c:3]1[cH:4][cH:5][c:6]([CH2:9][n:10]2[c:11](=[O:23])[c:12]3[cH:13][cH:14][cH:15][c:16]([NH2:20])[c:17]3[cH:18][cH:19]2)[cH:7][n:8]1)([F:24])[F:25]. Starting materials: ClC1=CC=C(C=C1)NC(=O)N (4-Chlorophenyl urea), N(=O)[O-].[Na+] (sodium nitrite), Cl (hydrochloric acid), C(Cl)(Cl)Cl (chloroform). The reagents and catalysts are F[B-](F)(F)F.C(CCC)[N+](CCCC)(CCCC)CCCC (tetra-n-butyl ammonium fluoroborate). The solvent is O (water). Run at time 15 minute. Yields the product ClC1=CC=C(C=C1)N=C=O (4-chlorophenyl isocyanate). Reaction SMILES: [Cl:1][C:2]1[CH:7]=[CH:6][C:5]([NH:8][C:9](N)=[O:10])=[CH:4][CH:3]=1.N([O-])=O.[Na+].Cl.C(Cl)(Cl)Cl>O.F[B-](F)(F)F.C([N+](CCCC)(CCCC)CCCC)CCC>[Cl:1][C:2]1[CH:7]=[CH:6][C:5]([N:8]=[C:9]=[O:10])=[CH:4][CH:3]=1 |f:1.2,6.7|. Procedure: 4-Chlorophenyl urea (8.5 parts) and a solution of sodium nitrite (6.9 parts) in water (10 parts) were added over 6 hours to a mixture of conc. hydrochloric acid (10.3 parts) chloroform (130 parts) and tetra-n-butyl ammonium fluoroborate (10% by weight based on 4-chlorophenyl urea) at -10° to -5° C. The mixture was stirred for a further 15 minutes then the stirrer stopped and layers allowed to separate. No solid was present at this stage. 5 mls of the organic layer was taken for analysis and the ...